Dataset: the Open Reaction Database (ORD), a public repository of structured organic reaction records. Task: describe an organic reaction: reactants, conditions, products, and yield Conditions: temperature 80 celsius. The reactants are ClC=1C=CC2=C(NC(C(=CC2=O)OC)=O)C1 (8-Chloro-3-methoxy-2,5-dioxo-2,5-dihydro-1H-benz[b]azepine), C(CC1=CC=CC=C1)N (phenethylamine). Reported procedure: 8-Chloro-3-methoxy-2,5-dioxo-2,5-dihydro-1H-benz[b]azepine (0.5 g) was treated with 5 mL of phenethylamine, and the mixture was heated to 80° C. for 1 hour. The reaction mixture was filtered and the solid recrystallized from 5 mL hot dimethylformamide and water. The solid was filtered, washed (water) and vacuum dried (100° C., 15 Pa) to give the title compound (0.329 g); mp 284.4°-286.9° C.; NMR: 5.89 (s,1); MS: m/z=327(M+1). Analysis for C18H15ClN2 O2.0.2 H2O: Calculated: C, 65.44; H, 4.70; N, ... Reaction SMILES: [Cl:1][C:2]1[CH:3]=[CH:4][C:5]2[C:11](=[O:12])[CH:10]=[C:9](OC)[C:8](=[O:15])[NH:7][C:6]=2[CH:16]=1.[CH2:17]([NH2:25])[CH2:18][C:19]1[CH:24]=[CH:23][CH:22]=[CH:21][CH:20]=1>>[Cl:1][C:2]1[CH:3]=[CH:4][C:5]2[C:11](=[O:12])[CH:10]=[C:9]([NH:25][CH2:17][CH2:18][C:19]3[CH:24]=[CH:23][CH:22]=[CH:21][CH:20]=3)[C:8](=[O:15])[NH:7][C:6]=2[CH:16]=1. The product is ClC=1C=CC2=C(NC(C(=CC2=O)NCCC2=CC=CC=C2)=O)C1 (8-Chloro-2,5-dioxo-3-phenethylamino-2,5-dihydro-1H-benz[b]azepine). Starting materials: COC(=O)C=Cc1ccc2c(c1)OC1(CCN(C(=O)OC(C)(C)C)CC1)CC2=O, [Na+], [OH-]. Yields the product CC(C)(C)OC(=O)N1CCC2(CC1)CC(=O)c1ccc(C=CC(=O)O)cc1O2. Reaction SMILES: [CH3:1][O:2][C:3]([CH:4]=[CH:5][c:6]1[cH:7][cH:8][c:9]2[c:14]([cH:15]1)[O:13][C:12]1([CH2:11][C:10]2=[O:28])[CH2:16][CH2:17][N:18]([C:21](=[O:22])[O:23][C:24]([CH3:25])([CH3:26])[CH3:27])[CH2:19][CH2:20]1)=[O:29].[Na+:31].[OH-:30]>>[O:2]=[C:3]([CH:4]=[CH:5][c:6]1[cH:7][cH:8][c:9]2[c:14]([cH:15]1)[O:13][C:12]1([CH2:11][C:10]2=[O:28])[CH2:16][CH2:17][N:18]([C:21](=[O:22])[O:23][C:24]([CH3:25])([CH3:26])[CH3:27])[CH2:19][CH2:20]1)[OH:29]. Reactants: ClC(Cl)(Cl)Cl, CC(C)c1ccc(-c2cccs2)cc1, [Fe], ClSc1ccccc1, c1ccc(SSc2ccccc2)cc1. The product is CC(C)c1ccc(-c2ccc(Sc3ccccc3)s2)cc1. RXN SMILES: [C:38]([Cl:39])([Cl:40])([Cl:41])[Cl:42].[CH:1]([CH3:2])([CH3:3])[c:4]1[cH:5][cH:6][c:7](-[c:10]2[s:11][cH:12][cH:13][cH:14]2)[cH:8][cH:9]1.[Fe:37].[c:15]1([S:21][Cl:22])[cH:16][cH:17][cH:18][cH:19][cH:20]1.[c:23]1([S:24][S:25][c:26]2[cH:27][cH:28][cH:29][cH:30][cH:31]2)[cH:32][cH:33][cH:34][cH:35][cH:36]1>>[CH:1]([CH3:2])([CH3:3])[c:4]1[cH:5][cH:6][c:7](-[c:10]2[s:11][c:12]([S:21][c:15]3[cH:16][cH:17][cH:18][cH:19][cH:20]3)[cH:13][cH:14]2)[cH:8][cH:9]1. The reactants are O=C([O-])[O-], CC(C)CI, [K+], [K+], O=c1[nH]c2c(ncn2C2CCCCO2)c2nncn12, CN(C)C=O, O. Product: CC(C)Cn1c(=O)n2cnnc2c2ncn(C3CCCCO3)c21. Reaction SMILES: [C:20](=[O:21])([O-:22])[O-:23].[CH2:26]([CH:27]([CH3:28])[CH3:29])[I:30].[K+:24].[K+:25].[O:1]1[CH:2]([n:7]2[c:8]3[nH:9][c:10](=[O:19])[n:11]4[c:12]([c:13]3[n:14][cH:15]2)[n:16][n:17][cH:18]4)[CH2:3][CH2:4][CH2:5][CH2:6]1.[O:31]=[CH:32][N:33]([CH3:34])[CH3:35].[OH2:36]>>[O:1]1[CH:2]([n:7]2[c:8]3[n:9]([CH2:26][CH:27]([CH3:28])[CH3:29])[c:10](=[O:19])[n:11]4[c:12]([c:13]3[n:14][cH:15]2)[n:16][n:17][cH:18]4)[CH2:3][CH2:4][CH2:5][CH2:6]1.